From a dataset of the Open Reaction Database (ORD), a public repository of structured organic reaction records. describe an organic reaction: reactants, conditions, products, and yield Starting materials: ClCC(=O)Cl (chloroacetic chloride), ClC1=CC(=C(C=C1)N)C=1NN=C(N1)COC (4-Chloro-2-(5-methoxymethyl-2H-[1,2,4]triazol-3-yl)-phenylamine), O (water). Solvent: C(C)(=O)O (acetic acid). Run at time 22 hour. Product: ClCC(=O)NC1=C(C=C(C=C1)Cl)C=1NN=C(N1)COC (2-Chloro-N-[4-chloro-2-(5-methoxymethyl-2H-[1,2,4]triazol-3-yl)-phenyl]-acetamide). Yield: 87.9%. RXN SMILES: [Cl:1][C:2]1[CH:7]=[CH:6][C:5]([NH2:8])=[C:4]([C:9]2[NH:10][N:11]=[C:12]([CH2:14][O:15][CH3:16])[N:13]=2)[CH:3]=1.[Cl:17][CH2:18][C:19](Cl)=[O:20].O>C(O)(=O)C>[Cl:17][CH2:18][C:19]([NH:8][C:5]1[CH:6]=[CH:7][C:2]([Cl:1])=[CH:3][C:4]=1[C:9]1[NH:10][N:11]=[C:12]([CH2:14][O:15][CH3:16])[N:13]=1)=[O:20]. Procedure: 4-Chloro-2-(5-methoxymethyl-2H-[1,2,4]triazol-3-yl)-phenylamine (60.6 g, 239 mmol) was dissolved in acetic acid (1.2 L) and chloroacetic chloride (40.4 mL, 508 mmol) was added dropwise at 14-16° C. over a period of 30 min. The resulting reaction mixture was stirred for 22 h at ambient temperature. After addition of water (600 mL) and stirring for another 90 min, the solid was filtered off and washed with water (600 mL). Drying in vacuo afforded the title compound (66.2 g, 83%) which was obtained... Starting materials: COC(=O)COc1cccc(C(=O)OC)c1, CO, NN, O, O. Product: COC(=O)c1cccc(OCC(=O)NN)c1. As a reaction SMILES: [CH3:1][O:2][C:3]([CH2:4][O:5][c:6]1[cH:7][c:8]([C:9](=[O:10])[O:11][CH3:12])[cH:13][cH:14][cH:15]1)=[O:16].[CH3:21][OH:22].[NH2:18][NH2:19].[OH2:17].[OH2:20]>>[O:2]=[C:3]([CH2:4][O:5][c:6]1[cH:7][c:8]([C:9](=[O:10])[O:11][CH3:12])[cH:13][cH:14][cH:15]1)[NH:18][NH2:19]. Reactants: Cl (hydrochloric acid), three, [Na] (sodium), ClCC(=O)O (chloroacetic acid), C(C)(C)(C1=CC=CC=C1)C1=C(C=CC(=C1)C(C)(C)C1=CC=CC=C1)O (2,4-dicumylphenol), [OH-].[Na+] (sodium hydroxide). Run in O (water), C1(=CC=CC=C1)C (toluene), CS(=O)C (dimethylsulfoxide). The product is C(C)(C)(C1=CC=CC=C1)C1=C(OCC(=O)O)C=CC(=C1)C(C)(C)C1=CC=CC=C1 (2,4-dicumylphenoxyacetic acid). As a reaction SMILES: [C:1]([C:10]1[CH:15]=[C:14]([C:16]([C:19]2[CH:24]=[CH:23][CH:22]=[CH:21][CH:20]=2)([CH3:18])[CH3:17])[CH:13]=[CH:12][C:11]=1[OH:25])([C:4]1[CH:9]=[CH:8][CH:7]=[CH:6][CH:5]=1)([CH3:3])[CH3:2].[OH-].[Na+].[Na].Cl[CH2:30][C:31]([OH:33])=[O:32].Cl>O.C1(C)C=CC=CC=1.CS(C)=O>[C:1]([C:10]1[CH:15]=[C:14]([C:16]([C:19]2[CH:20]=[CH:21][CH:22]=[CH:23][CH:24]=2)([CH3:18])[CH3:17])[CH:13]=[CH:12][C:11]=1[O:25][CH2:30][C:31]([OH:33])=[O:32])([C:4]1[CH:5]=[CH:6][CH:7]=[CH:8][CH:9]=1)([CH3:2])[CH3:3] |f:1.2,^1:27|. Procedure: In a 500 ml three neck flask equipped with mechanical stirrer, nitrogen inlet and Dean-Stark trap/ condenser was added 40.0 grams (0.121 moles) 2,4-dicumylphenol, 150 ml dimethylsulfoxide (DMSO), 0.121 moles of sodium hydroxide (9.68 grams of 50% aqueous NaOH), and 100 ml toluene. The mixture is stirred and heated to azeotropically remove water. After water removal is complete the temperature is lowered to about 90° C. and 14.10 grams (0.121 moles) of the sodium salt of chloroacetic acid is adde... Starting materials: Mg(OH)2, C(#C)[Mg]Cl (ethynyl magnesium chloride), O1C2CN(CCC21)C(C2=CC=CC=C2)=O (3,4-Epoxy-N-benzoyl piperidine), ice water. Run in OS(=O)(=O)O (H2SO4), C1CCOC1 (THF), C1CCOC1 (THF). Run at temperature 5 celsius, time 1 hour. The product is C(C1=CC=CC=C1)(=O)N1CC(C(CC1)O)C#C (1-Benzoyl-3-ethynyl-4-hydroxy piperidine). RXN SMILES: [C:1]([Mg]Cl)#[CH:2].[O:5]1[CH:11]2[CH:6]1[CH2:7][N:8]([C:12](=[O:19])[C:13]1[CH:18]=[CH:17][CH:16]=[CH:15][CH:14]=1)[CH2:9][CH2:10]2>C1COCC1.OS(O)(=O)=O>[C:12]([N:8]1[CH2:9][CH2:10][CH:11]([OH:5])[CH:6]([C:1]#[CH:2])[CH2:7]1)(=[O:19])[C:13]1[CH:14]=[CH:15][CH:16]=[CH:17][CH:18]=1. Reported procedure: To a solution of ethynyl magnesium chloride in THF (5 mmole) at 0° C., is added dropwise a solution of 40 (5.8 mmole) in THF. The mixture is allowed to stir at 0-10° C. for 1 hour, then at room temperature for an additional hour and then heated with gentle reflux for 30 mm. The reaction mixture is added to ice-water and the formed precipitate, Mg(OH)2, is dissolved in 30% H2SO4. The product formed is extracted repeatedly with methylene chloride. Standard work-up and flash chromatography affords ... The reactants are C1CCOC1, CS(C)=O, [H-], [Na+], O, COC(=O)c1ccco1. Product: CS(=O)CC(=O)c1ccco1. RXN SMILES: [CH2:7]1[O:8][CH2:9][CH2:10][CH2:11]1.[CH3:1][S:2](=[O:3])[CH3:4].[H-:6].[Na+:5].[OH2:21].[o:12]1[c:13]([C:17](=[O:18])[O:19][CH3:20])[cH:14][cH:15][cH:16]1>>[CH2:1]([S:2](=[O:3])[CH3:4])[C:17]([c:13]1[o:12][cH:16][cH:15][cH:14]1)=[O:18]. The reactants are CC1CC2=C(N=CNC2=O)CN1C(C)C1=CC=CC=C1 (6-methyl-7-(1-phenyl-ethyl)-5,6,7,8-tetrahydro-3H-pyrido[3,4-d]pyrimidin-4-one), C(=O)[O-].[NH4+] (ammonium formate), BOC-anhydride, CO (MeOH), C1CCOC1 (THF). The reagents and catalysts are [Pd] (Pd/C). The product is C(C)(C)(C)OC(=O)N1CC=2N=CNC(C2CC1C)=O ((±)-6-Methyl-4-oxo-4,5,6,8-tetrahydro-3H-pyrido[3,4-d]pyrimidine-7-carboxylic acid tert-butyl ester). As a reaction SMILES: [CH3:1][CH:2]1[N:12](C(C2C=CC=CC=2)C)[CH2:11][C:5]2[N:6]=[CH:7][NH:8][C:9](=[O:10])[C:4]=2[CH2:3]1.[CH:21]([O-:23])=[O:22].[NH4+].[CH3:25]O.[CH2:27]1[CH2:31]OC[CH2:28]1>[Pd]>[C:27]([O:22][C:21]([N:12]1[CH:2]([CH3:1])[CH2:3][C:4]2[C:9](=[O:10])[NH:8][CH:7]=[N:6][C:5]=2[CH2:11]1)=[O:23])([CH3:28])([CH3:31])[CH3:25] |f:1.2|. Reported procedure: To a mixture of 6-methyl-7-(1-phenyl-ethyl)-5,6,7,8-tetrahydro-3H-pyrido[3,4-d]pyrimidin-4-one, (6.8 g, 25.2 mmol), ammonium formate (7.96 g, 126 mmol), BOC-anhydride (8.27 g, 37.9 mmol), MeOH (250 mL), and THF (167 mL) is added 10% Pd/C (1.36 g, 20% w/w) and the reaction is heated at reflux for 3 h. The mixture is then filtered through a Celite® pad and the filterate is concentrated. The residue is purified via FCC (1-10% MeOH/DCM) to give the title compound. MS (ESI) m/z 266.1 (M+H).